From a dataset of the Open Reaction Database (ORD), a public repository of structured organic reaction records. describe an organic reaction: reactants, conditions, products, and yield The reactants are CNC(C=C)=O (N-Methylacrylamide), C(C)(C)N (isopropylamine). The solvent is CO (MeOH). The product is CNC(CCNC(C)C)=O (N-Methyl-3-(propan-2-ylamino)propanamide). Yield: 108.2%. RXN SMILES: [CH3:1][NH:2][C:3](=[O:6])[CH:4]=[CH2:5].[CH:7]([NH2:10])([CH3:9])[CH3:8]>CO>[CH3:1][NH:2][C:3](=[O:6])[CH2:4][CH2:5][NH:10][CH:7]([CH3:9])[CH3:8]. Procedure details: N-Methylacrylamide (851 mg, 10.00 mmol) and isopropylamine (1.71 mL, 1.18 g, 20.00 mmol) in MeOH (10 mL) were irradiated to 140° C. for 30 mins in a microwave reaction vessel. The reaction mixture was cooled and loaded onto a SCX-2 column and washed with MeOH (100 mL). The crude product was then eluted from the SCX-2 column with NH3 (100 mL, 7M in MeOH) and the volatiles removed under reduced pressure to afford the title compound (1.56 g, Quant.) as an oil, which was used without further purific... Starting materials: O=C(n1ccnc1)n1ccnc1, C1CCOC1, NCc1ccccc1, O=C1CC(C(=O)O)C1. Product: O=C1CC(C(=O)NCc2ccccc2)C1. As a reaction SMILES: [C:1]([n:2]1[cH:3][cH:4][n:5][cH:6]1)([n:7]1[cH:8][cH:9][n:10][cH:11]1)=[O:12].[CH2:29]1[O:30][CH2:31][CH2:32][CH2:33]1.[NH2:21][CH2:22][c:23]1[cH:24][cH:25][cH:26][cH:27][cH:28]1.[O:13]=[C:14]1[CH2:15][CH:16]([C:18](=[O:19])[OH:20])[CH2:17]1>>[O:13]=[C:14]1[CH2:15][CH:16]([C:18](=[O:20])[NH:21][CH2:22][c:23]2[cH:24][cH:25][cH:26][cH:27][cH:28]2)[CH2:17]1. Reactants: OC1CC(CCC1)N (3-hydroxycyclohexyl amine), C([O-])([O-])=O.[K+].[K+] (potassium carbonate), C(C)(=O)OCC (ethyl acetate), ClC(=O)OCC1=CC=CC=C1 (benzyl chloroformate). Solvent: O (water). The product is C(C1=CC=CC=C1)OC(NC1CC(CCC1)O)=O ((3-Hydroxy-cyclohexyl)-carbamic acid benzyl ester). Isolated yield 88.1%. Reaction SMILES: [OH:1][CH:2]1[CH2:7][CH2:6][CH2:5][CH:4]([NH2:8])[CH2:3]1.C(=O)([O-])[O-].[K+].[K+].C(OCC)(=O)C.Cl[C:22]([O:24][CH2:25][C:26]1[CH:31]=[CH:30][CH:29]=[CH:28][CH:27]=1)=[O:23]>O>[CH2:25]([O:24][C:22](=[O:23])[NH:8][CH:4]1[CH2:5][CH2:6][CH2:7][CH:2]([OH:1])[CH2:3]1)[C:26]1[CH:31]=[CH:30][CH:29]=[CH:28][CH:27]=1 |f:1.2.3|. Reported procedure: Treat a mixture of 3-hydroxycyclohexyl amine (10 g, 86.96 mmol), potassium carbonate (18 g, 130 mmol), ethyl acetate (150 mL) and water (70 mL) with benzyl chloroformate (22.17 g, 130 mmol). Stir the reaction at room temperature for 12 hours. Separate the organic layer, dry the organic over sodium sulfate, filter and concentrate. Add diethyl ether to the residuer. Filter the resulting white precipitate and air dry to afford 19.1 g of the title compound (88%). MS (m/z): 250 (M+). Reactants: O=C1CN(Cc2ccccc2)C(=S)N1, CO, CI. Yields the product CSC1=NC(=O)CN1Cc1ccccc1, I. RXN SMILES: [CH2:1]([c:2]1[cH:3][cH:4][cH:5][cH:6][cH:7]1)[N:8]1[C:9](=[S:10])[NH:11][C:12](=[O:13])[CH2:14]1.[CH3:17][OH:18].[I:15][CH3:16]>>[CH2:1]([c:2]1[cH:3][cH:4][cH:5][cH:6][cH:7]1)[N:8]1[C:9]([S:10][CH3:16])=[N:11][C:12](=[O:13])[CH2:14]1.[IH:15]. Starting materials: N(=O)[O-].[Na+] (sodium nitrite), NC1=CC=C(C=2CC(OC21)(C)C)Br (7-amino-4-bromo-2,3-dihydro-2,2-dimethylbenzofuran), C1(=CC=CC=C1)C (toluene), S(O)(O)(=O)=O (sulfuric acid). Solvent: C(C)O (ethanol). Conditions: temperature 50 celsius, time 30 minute. Product: BrC1=CC=CC2=C1CC(O2)(C)C (4-bromo-2,3-dihydro-2,2-dimethylbenzofuran). Isolated yield 31.1%. As a reaction SMILES: N[C:2]1[C:10]2[O:9][C:8]([CH3:12])([CH3:11])[CH2:7][C:6]=2[C:5]([Br:13])=[CH:4][CH:3]=1.C1(C)C=CC=CC=1.S(=O)(=O)(O)O.N([O-])=O.[Na+]>C(O)C>[Br:13][C:5]1[C:6]2[CH2:7][C:8]([CH3:12])([CH3:11])[O:9][C:10]=2[CH:2]=[CH:3][CH:4]=1 |f:3.4|. Reported procedure: A stirred solution of 12.3 grams (0.051 mole) of 7-amino-4-bromo-2,3-dihydro-2,2-dimethylbenzofuran and 30 mL of toluene in 200 mL of ethanol was cooled in an ice-bath, and 5.6 mL (0.102 mole) of concentrated sulfuric acid was added slowly, followed by 5.6 grams (0.082 mole) of sodium nitrite. Upon completion of addition, the ice-bath was removed, and the reaction mixture was warmed to 50° C. The reaction mixture temperature was then brought to about 75° C., where it was stirred for 30 minutes. ... Reactants: BrC=1C=C(C(=C(C1)Cl)OC)CC (5-bromo-1-chloro-3-ethyl-2-methoxy-benzene), C1(CCCC1)C(C=C)O (1-Cyclopentyl-2-propen-1-ol), dichlorobis (triphenylphosphine) palladium (II), C([O-])(O)=O.[Na+] (sodium bicarbonate). The solvent is CN1C(CCC1)=O (N-methylpyrrolidinone). Reaction conditions: temperature 140 celsius. Yields the product ClC=1C=C(C=C(C1OC)CC)CCC(=O)C1CCCC1 (3-(3-Chloro-5-ethyl-4-methoxy-phenyl)-1-cyclopentyl-propan-1-one). The yield is 80.6%. As a reaction SMILES: Br[C:2]1[CH:3]=[C:4]([CH2:11][CH3:12])[C:5]([O:9][CH3:10])=[C:6]([Cl:8])[CH:7]=1.[CH:13]1([CH:18]([OH:21])[CH:19]=[CH2:20])[CH2:17][CH2:16][CH2:15][CH2:14]1.C(=O)(O)[O-].[Na+]>CN1CCCC1=O>[Cl:8][C:6]1[CH:7]=[C:2]([CH2:20][CH2:19][C:18]([CH:13]2[CH2:17][CH2:16][CH2:15][CH2:14]2)=[O:21])[CH:3]=[C:4]([CH2:11][CH3:12])[C:5]=1[O:9][CH3:10] |f:2.3|. Reported procedure: A mixture of 5-bromo-1-chloro-3-ethyl-2-methoxy-benzene (2 g, 8 mmol), 1-Cyclopentyl-2-propen-1-ol (1.3 g, 10.4 mmol), dichlorobis (triphenylphosphine) palladium (II) (110 mg, 0.16 mmol), and sodium bicarbonate (0.81 g, 9.6 mmol) in N-methylpyrrolidinone (15 mL) was heated to 140° C. under N2 for 5 h. The reaction mixture was partitioned between 1N HCl and EtOAc. The organic layer was washed with saturated NaHCO3, brine, dried over Na2SO4 and concentrated to black oil. The oil was purified by fl...